This data is from the Open Reaction Database (ORD), a public repository of structured organic reaction records. The task is: describe an organic reaction: reactants, conditions, products, and yield The product is COC=1C=C2C(=C(C=NC2=CC1OC)C#N)NC1=CC=C(C=C1)SC (6,7-Dimethoxy-4-(4-methylsulfanyl-phenylamino)-quinoline-3-carbonitrile). Reaction SMILES: Cl[C:2]1[C:11]2[C:6](=[CH:7][C:8]([O:14][CH3:15])=[C:9]([O:12][CH3:13])[CH:10]=2)[N:5]=[CH:4][C:3]=1[C:16]#[N:17].Cl.N1C=CC=CC=1.[CH3:25][S:26][C:27]1[CH:33]=[CH:32][C:30]([NH2:31])=[CH:29][CH:28]=1>C(OCCO)C>[CH3:13][O:12][C:9]1[CH:10]=[C:11]2[C:6](=[CH:7][C:8]=1[O:14][CH3:15])[N:5]=[CH:4][C:3]([C:16]#[N:17])=[C:2]2[NH:31][C:30]1[CH:32]=[CH:33][C:27]([S:26][CH3:25])=[CH:28][CH:29]=1 |f:1.2|. Reported procedure: Using an analogous procedure to that described in Example 286, 248.7 mg (1 mmol) of 4-chloro-6,7-dimethoxy-3-quinolinecarbonitrile in 12 mL of 2-ethoxyethanol and in the presence of 115.6 mg (1 mmol) of pyridine hydrochloride was reacted with 181.0 mg (1.3 mmol) of 4-(methylmercapto)-aniline to give 334.1 mg (95.2%) of the product as a yellow solid, m.p. 235-237° C., mass (electrospray, m/e): M+H 351.9, 352.9, 353.8, 354.9. Run in C(C)OCCO (2-ethoxyethanol). The reactants are ClC1=C(C=NC2=CC(=C(C=C12)OC)OC)C#N (4-chloro-6,7-dimethoxy-3-quinolinecarbonitrile), Cl.N1=CC=CC=C1 (pyridine hydrochloride), CSC1=CC=C(N)C=C1 (4-(methylmercapto)-aniline). Isolated yield 95.1%. Starting materials: [H-].[Na+] (NaH), [H-].[Na+] (NaH), ClC1=NC=C(C2=CC=CC=C12)[N+](=O)[O-] (1-chloro-4-nitroisoquinoline), C(C)(C)(C)OC(=O)N1CCC(CC1)O (1-tert-butoxycarbonyl-4-hydroxypiperidine), Cl (HCl). Run in hexanes, C1CCOC1 (THF), hexanes, O (water). Run at time 1.5 hour. Product: C(C)(C)(C)OC(=O)N1CCC(CC1)OC1=NC=C(C2=CC=CC=C12)[N+](=O)[O-] (4-(4-nitro-isoquinolin-1-yloxy)-piperidine-1-carboxylic acid tert-butyl ester). The yield is 72.5%. Reaction SMILES: [H-].[Na+].Cl[C:4]1[C:13]2[C:8](=[CH:9][CH:10]=[CH:11][CH:12]=2)[C:7]([N+:14]([O-:16])=[O:15])=[CH:6][N:5]=1.[C:17]([O:21][C:22]([N:24]1[CH2:29][CH2:28][CH:27]([OH:30])[CH2:26][CH2:25]1)=[O:23])([CH3:20])([CH3:19])[CH3:18].Cl>C1COCC1.O>[C:17]([O:21][C:22]([N:24]1[CH2:29][CH2:28][CH:27]([O:30][C:4]2[C:13]3[C:8](=[CH:9][CH:10]=[CH:11][CH:12]=3)[C:7]([N+:14]([O-:16])=[O:15])=[CH:6][N:5]=2)[CH2:26][CH2:25]1)=[O:23])([CH3:20])([CH3:18])[CH3:19] |f:0.1|. Procedure details: Add NaH (60% in mineral oil, unwashed; 6.23 g, 156 mmol) in portions to a solution of 1-chloro-4-nitroisoquinoline (26.0 g, 125 mmol) and 1-tert-butoxycarbonyl-4-hydroxypiperidine (27.6 g, 137 mmol) in THF (350 mL) stirred at room temperature under nitrogen flow. Stir the dark reddish mixture at 40° C. for 1.5 hours then 55° C. for 1.5 hours. Add additional NaH (1.3 g), and stir the resulting mixture at 55° C. for 2 hours then cool to room temperature overnight. Add hexanes (75 mL), then add wat...